Task: describe an organic reaction: reactants, conditions, products, and yield. Dataset: the Open Reaction Database (ORD), a public repository of structured organic reaction records Reactants: [Ag+], O=C1CCC(=O)N1Br, C#Cc1cn(-c2c(Cl)cc(C(F)(F)F)cc2Cl)nc1C#N, CC(C)=O, O=[N+]([O-])[O-], O. The product is N#Cc1nn(-c2c(Cl)cc(C(F)(F)F)cc2Cl)cc1C#CBr. As a reaction SMILES: [Ag+:39].[Br:22][N:23]1[C:24](=[O:25])[CH2:26][CH2:27][C:28]1=[O:29].[C:1](#[N:2])[c:3]1[n:4][n:5](-[c:10]2[c:11]([Cl:21])[cH:12][c:13]([C:17]([F:18])([F:19])[F:20])[cH:14][c:15]2[Cl:16])[cH:6][c:7]1[C:8]#[CH:9].[CH3:31][C:32](=[O:33])[CH3:34].[N+:35]([O-:36])([O-:37])=[O:38].[OH2:30]>>[C:1](#[N:2])[c:3]1[n:4][n:5](-[c:10]2[c:11]([Cl:21])[cH:12][c:13]([C:17]([F:18])([F:19])[F:20])[cH:14][c:15]2[Cl:16])[cH:6][c:7]1[C:8]#[C:9][Br:22]. Starting materials: C(C)(C)(C)C1=C(C=CC(=C1)C(C)(C)C)O (2,4-di-tert-butyl-phenol), C(Cl)C1CO1 (epichlorohydrin). Product: C(C)(C)(C)C1=C(OCC2OC2)C=CC(=C1)C(C)(C)C (2-(2,4-Di-tert-butyl-phenoxymethyl)-oxirane). RXN SMILES: [C:1]([C:5]1[CH:10]=[C:9]([C:11]([CH3:14])([CH3:13])[CH3:12])[CH:8]=[CH:7][C:6]=1[OH:15])([CH3:4])([CH3:3])[CH3:2].[CH2:16]([CH:18]1[O:20][CH2:19]1)Cl>>[C:1]([C:5]1[CH:10]=[C:9]([C:11]([CH3:14])([CH3:13])[CH3:12])[CH:8]=[CH:7][C:6]=1[O:15][CH2:16][CH:18]1[CH2:19][O:20]1)([CH3:4])([CH3:3])[CH3:2]. Procedure: The title compound was prepared from 2,4-di-tert-butyl-phenol and epichlorohydrin employing the procedures as set forth in Step 1 of Example 2. Starting materials: Cl.NC(C(=O)OC)C(=O)OC (dimethyl aminomalonate hydrochloride), ClCCl (dichloromethane), BrC1=CC=C(C(=O)Cl)C=C1 (4-bromobenzoyl chloride). Run in O (Water). Conditions: time 8 hour. Yields the product COC(C(C(=O)OC)NC(C1=CC=C(C=C1)Br)=O)=O (Dimethyl-2-(4-bromobenzoylamino)malonate). Reaction SMILES: Cl.[NH2:2][CH:3]([C:8]([O:10][CH3:11])=[O:9])[C:4]([O:6][CH3:7])=[O:5].ClCCl.[Br:15][C:16]1[CH:24]=[CH:23][C:19]([C:20](Cl)=[O:21])=[CH:18][CH:17]=1>O>[CH3:7][O:6][C:4](=[O:5])[CH:3]([NH:2][C:20](=[O:21])[C:19]1[CH:23]=[CH:24][C:16]([Br:15])=[CH:17][CH:18]=1)[C:8]([O:10][CH3:11])=[O:9] |f:0.1|. Procedure details: To a stirred solution of dimethyl aminomalonate hydrochloride (1.83 g, 10 mmol) in dichloromethane (30 mL) triethylamine (3 mL, 22 mmol) will be added at 0° C. 4-bromobenzoyl chloride (2.19 g, 10 mmol) will be slowly added the resulting solution will be allowed to stand at room temperature overnight. Water will be added and the organic layer will be separated and dried over anhydrous MgSO4. The evaporation of solvent will result in Int P. Starting materials: ClC1=C(C=CC=C1)C=1C2=C(N=C(CN1)NCC#C)N(N=C2C)C (4-(2-chlorophenyl)-1,6-dihydro-1,3-dimethyl-7-(2-propynylamino)pyrazolo[3,4-e][1,4]-diazepine), N (ammonia), mercuric oxide, S(O)(O)(=O)=O (sulfuric acid). Reaction conditions: time 16 hour. Product: ClC1=C(C=CC=C1)C1=NCC=2N(C3=C1C(=NN3C)C)C(=CN2)C (4-(2-chlorophenyl)-1,6-dihydro-1,3,9-trimethylimidazo-[1,2-a]pyrazolo[4,3-f][1,4]diazepine). Reaction SMILES: [Cl:1][C:2]1[CH:7]=[CH:6][CH:5]=[CH:4][C:3]=1[C:8]1[C:9]2[C:21]([CH3:22])=[N:20][N:19]([CH3:23])[C:10]=2[N:11]=[C:12]([NH:15][CH2:16][C:17]#[CH:18])[CH2:13][N:14]=1.S(=O)(=O)(O)O.N>>[Cl:1][C:2]1[CH:7]=[CH:6][CH:5]=[CH:4][C:3]=1[C:8]1[C:9]2[C:21]([CH3:22])=[N:20][N:19]([CH3:23])[C:10]=2[N:11]2[C:17]([CH3:18])=[CH:16][N:15]=[C:12]2[CH2:13][N:14]=1. Procedure: With stirring, 1.4 g. of 4-(2-chlorophenyl)-1,6-dihydro-1,3-dimethyl-7-(2-propynylamino)pyrazolo[3,4-e][1,4]-diazepine is dissolved in a solution of 1 mg. of mercuric oxide in 5 ml. of concentrated sulfuric acid at 50° C. The solution is allowed to stand for 16 hours at room temperature (20°-30° C.), then is poured over crushed ice and basified with excess concentrated aqueous ammonia. The mixture is extracted repeatedly with dichloromethane. The extracts are combined, dried and evaporated at re... Reported procedure: Under argon atmosphere, a solution of ethyl 5-(5-bromothiophen-2-yl)-5-oxovalerate (10.09 g), 4-methylphenyl borate (5.39 g) and potassium carbonate (9.14 g) in toluene-ethanol-water (320-32-32 ml) was stirred at room temperature for 1 hour. To the reaction mixture was added tetrakistriphenylphosphinepalladium (1.14 g), and the mixture was refluxed for 8 hours and cooled to room temperature. The organic layer was washed with saturated sodium chloride solution, dried with magnesium sulfate and co... Reagents/catalysts: C=1C=CC(=CC1)[P](C=2C=CC=CC2)(C=3C=CC=CC3)[Pd]([P](C=4C=CC=CC4)(C=5C=CC=CC5)C=6C=CC=CC6)([P](C=7C=CC=CC7)(C=8C=CC=CC8)C=9C=CC=CC9)[P](C=1C=CC=CC1)(C=1C=CC=CC1)C=1C=CC=CC1 (tetrakistriphenylphosphinepalladium). Yields the product CC1=CC=C(C=C1)C1=CC=C(S1)C(CCCC(=O)OCC)=O (ethyl 5-[5-(4-methylphenyl)thiophen-2-yl]-5-oxovalerate). Yield: 97.8%. Run in C=1(C(=CC=CC1)CCO)C.O (toluene-ethanol water). Reaction SMILES: Br[C:2]1[S:6][C:5]([C:7](=[O:16])[CH2:8][CH2:9][CH2:10][C:11]([O:13][CH2:14][CH3:15])=[O:12])=[CH:4][CH:3]=1.B([O-])([O-])O[C:19]1[CH:24]=[CH:23][C:22]([CH3:25])=[CH:21][CH:20]=1.C(=O)([O-])[O-].[K+].[K+]>C1(C)C(CCO)=CC=CC=1.O.C1C=CC([P]([Pd]([P](C2C=CC=CC=2)(C2C=CC=CC=2)C2C=CC=CC=2)([P](C2C=CC=CC=2)(C2C=CC=CC=2)C2C=CC=CC=2)[P](C2C=CC=CC=2)(C2C=CC=CC=2)C2C=CC=CC=2)(C2C=CC=CC=2)C2C=CC=CC=2)=CC=1>[CH3:25][C:22]1[CH:23]=[CH:24][C:19]([C:2]2[S:6][C:5]([C:7](=[O:16])[CH2:8][CH2:9][CH2:10][C:11]([O:13][CH2:14][CH3:15])=[O:12])=[CH:4][CH:3]=2)=[CH:20][CH:21]=1 |f:2.3.4,5.6,^1:48,50,69,88|. Reactants: BrC1=CC=C(S1)C(CCCC(=O)OCC)=O (ethyl 5-(5-bromothiophen-2-yl)-5-oxovalerate), B(OC1=CC=C(C=C1)C)([O-])[O-] (4-methylphenyl borate), C([O-])([O-])=O.[K+].[K+] (potassium carbonate). Starting materials: CN(C)C1=CC=C(C2=C1C[C@H]3C[C@H]4[C@@H](C(=C(C(=O)[C@]4(C(=C3C2=O)O)O)C(=O)N)O)N(C)C)O.Cl (Minocycline HCl), C(=O)(O)[O-].[Na+] (NaHCO3). The solvent is O (water). The product is CN(C)C1=CC=C(C2=C1C[C@H]3C[C@H]4[C@@H](C(=C(C(=O)[C@]4(C(=C3C2=O)O)O)C(=O)N)O)N(C)C)O (minocycline). As a reaction SMILES: [CH3:1][N:2]([C:4]1[C:9]2[CH2:10][C@@H:11]3[C:21]([C:22](=[O:23])[C:8]=2[C:7]([OH:33])=[CH:6][CH:5]=1)=[C:20]([OH:24])[C@@:19]1([OH:25])[C@H:13]([C@H:14]([N:30]([CH3:32])[CH3:31])[C:15]([OH:29])=[C:16]([C:26]([NH2:28])=[O:27])[C:17]1=[O:18])[CH2:12]3)[CH3:3].Cl.C([O-])(O)=O.[Na+]>O>[CH3:3][N:2]([C:4]1[C:9]2[CH2:10][C@@H:11]3[C:21]([C:22](=[O:23])[C:8]=2[C:7]([OH:33])=[CH:6][CH:5]=1)=[C:20]([OH:24])[C@@:19]1([OH:25])[C@H:13]([C@H:14]([N:30]([CH3:32])[CH3:31])[C:15]([OH:29])=[C:16]([C:26]([NH2:28])=[O:27])[C:17]1=[O:18])[CH2:12]3)[CH3:1] |f:0.1,2.3|. Procedure details: Minocycline/HCl salt (200 g, 0.406 mol) was suspended in 3 L water and an amount of NaHCO3 (34 g, 0.406 mol) was added in 3 portions and the pH was adjusted to 6.5-7.0. The solution was then extracted with 2×1.5 L CH2Cl2. The solution was concentrated to dryness to give minocycline as the freebase, then redissolved in THF (1.6 L) and was charged in a 3 L 3-necked flask equipped with an over-head stirrer and a temperature probe while under argon. An amount of methyl iodide (289 g, 2.03 mol) was a... Reactants: CSC1=CC(=C(C(=O)O)C=C1)[N+](=O)[O-] (4-methylthio-2-nitrobenzoic acid), S(=O)(Cl)Cl (thionyl chloride), N (ammonia). The solvent is C1=CC=CC=C1 (benzene). Yields the product CSC1=CC(=C(C(=O)N)C=C1)[N+](=O)[O-] (4-methylthio-2-nitrobenzamide). RXN SMILES: [CH3:1][S:2][C:3]1[CH:11]=[CH:10][C:6]([C:7](O)=[O:8])=[C:5]([N+:12]([O-:14])=[O:13])[CH:4]=1.S(Cl)(Cl)=O.[NH3:19]>C1C=CC=CC=1>[CH3:1][S:2][C:3]1[CH:11]=[CH:10][C:6]([C:7]([NH2:19])=[O:8])=[C:5]([N+:12]([O-:14])=[O:13])[CH:4]=1. Reported procedure: A stirred solution of 4-methylthio-2-nitrobenzoic acid (4.56 g) and thionyl chloride (2.77 g) in benzene (65 ml) was heated under reflux for 1.5 hours. Aqueous ammonia (10 ml) was added dropwise to the stirred cooled (5° C.) reaction mixture, which was then stirred with cooling for 45 minutes. Benzene was removed under reduced pressure and the residual solid was washed with water and recrystallized to yield 4-methylthio-2-nitrobenzamide, (2.35 g), m.p. 176°-8° C. Starting materials: ClC=1C=CC(=NC1)NC(=O)C1=C(C2=NC=CC=C2O1)NC(=O)[C@@H]1CC[C@H](CC1)N(CCCNC(OC(C)(C)C)=O)C (t-Butyl {3-[(trans-4-{[(2-{[(5-chloropyridin-2-yl)amino]-carbonyl}furo[3,2-b]pyridin-3-yl)amino]carbonyl}cyclohexyl)(methyl)-amino]propyl}carbamate), Cl.O1CCOCC1 (hydrogen chloride dioxane). Solvent: O1CCOCC1 (dioxane). Reaction conditions: time 20 hour. The product is NCCCN([C@@H]1CC[C@H](CC1)C(=O)NC1=C(OC=2C1=NC=CC2)C(=O)NC2=NC=C(C=C2)Cl)C (3-[({Trans-4-[(3-aminopropyl)(methyl)amino]cyclohexyl}-carbonyl)amino]-N-(5-chloropyridin-2-yl)furo[3,2-b]pyridine-2-carboxamide). Yield: 93.8%. Reaction SMILES: [Cl:1][C:2]1[CH:3]=[CH:4][C:5]([NH:8][C:9]([C:11]2[O:19][C:18]3[C:13](=[N:14][CH:15]=[CH:16][CH:17]=3)[C:12]=2[NH:20][C:21]([C@H:23]2[CH2:28][CH2:27][C@H:26]([N:29]([CH3:41])[CH2:30][CH2:31][CH2:32][NH:33]C(=O)OC(C)(C)C)[CH2:25][CH2:24]2)=[O:22])=[O:10])=[N:6][CH:7]=1.Cl.O1CCOCC1>O1CCOCC1>[NH2:33][CH2:32][CH2:31][CH2:30][N:29]([CH3:41])[C@H:26]1[CH2:25][CH2:24][C@H:23]([C:21]([NH:20][C:12]2[C:13]3=[N:14][CH:15]=[CH:16][CH:17]=[C:18]3[O:19][C:11]=2[C:9]([NH:8][C:5]2[CH:4]=[CH:3][C:2]([Cl:1])=[CH:7][N:6]=2)=[O:10])=[O:22])[CH2:28][CH2:27]1 |f:1.2|. Procedure: t-Butyl {3-[(trans-4-{[(2-{[(5-chloropyridin-2-yl)amino]carbonyl}-furo[3,2-b]pyridin-3-yl)amino]carbonyl}cyclohexyl)(methyl)amino]-propyl}carbamate (265 mg) obtained in Example 120 is dissolved in dioxane (3 ml), and thereto is added 4N hydrogen chloride-dioxane solution (6 ml), and the mixture is stirred at room temperature for 20 hours. The reaction solution is concentrated under reduced pressure, and the residue is suspended in diethyl ether. The precipitates are collected by filtration. The ...